describe an organic reaction: reactants, conditions, products, and yield From a dataset of the Open Reaction Database (ORD), a public repository of structured organic reaction records. Reactants: [Li]CCCC (nBuLi), BrC=1SC(=C(C1C)Br)Br (2,4,5-tribromo-3-methylthiophene), S(=O)(=O)(OC)OC (dimethyl sulfate). Solvent: C(C)OCC (diethyl ether), C(C)OCC (diethyl ether). Conditions: time 20 minute. The product is BrC=1SC(=C(C1C)Br)C (2,4-dibromo-3,5-dimethylthiophene). Isolated yield 55.0%. As a reaction SMILES: [Br:1][C:2]1[S:3][C:4](Br)=[C:5]([Br:8])[C:6]=1[CH3:7].[Li][CH2:11]CCC.S(OC)(OC)(=O)=O>C(OCC)C>[Br:1][C:2]1[S:3][C:4]([CH3:11])=[C:5]([Br:8])[C:6]=1[CH3:7]. Reported procedure: A solution of 2,4,5-tribromo-3-methylthiophene (50.2 g, 0.15 mol; Gronowitz, S.; Moses, P. Hakansson Arkiv. f. Kemi. 1960, 14, 267) in 400 mL of diethyl ether was cooled to -78° C., and a solution of nBuLi (100 mL, 1.6M) was added dropwise. The starting material precipitated out of solution, but when n-BuLi added, the reaction mixture became stirrable again. When the addition was complete, the reaction mixture was stirred for 20 min, and then a solution of dimethyl sulfate (75.7 g, 0.600 mol) in... The reactants are CC(C)(C)OC(=O)N1CC2CC1CN2C(=O)C(F)(F)F, ClC(Cl)Cl, O=C(O)C(F)(F)F. Product: O=C(N1CC2CC1CN2)C(F)(F)F. RXN SMILES: [C:1]([O:2][C:3](=[O:4])[N:8]1[CH:9]2[CH2:10][N:11]([C:15]([C:16]([F:17])([F:18])[F:19])=[O:20])[CH:12]([CH2:13]1)[CH2:14]2)([CH3:5])([CH3:6])[CH3:7].[CH:28]([Cl:29])([Cl:30])[Cl:31].[OH:21][C:22]([C:23]([F:24])([F:25])[F:26])=[O:27]>>[NH:8]1[CH:9]2[CH2:10][N:11]([C:15]([C:16]([F:17])([F:18])[F:19])=[O:20])[CH:12]([CH2:13]1)[CH2:14]2. Reactants: ClC(C#N)C (2-chloropropionitrile), C (charcoal), NC1=NC=CC=C1N (2,3-diaminopyridine), polyphosphoric acid. The solvent is polyphosphoric acid, O (water). Reaction conditions: temperature 80 celsius. Yields the product ClC(C)C1=NC=2C(=NC=CC2)N1 (2-(1-Chloroethyl)-3H-imidazo[4,5-b]pyridine). Reaction SMILES: [NH2:1][C:2]1[C:7]([NH2:8])=[CH:6][CH:5]=[CH:4][N:3]=1.[Cl:9][CH:10]([CH3:13])[C:11]#N.C>O>[Cl:9][CH:10]([C:13]1[NH:1][C:2]2=[N:3][CH:4]=[CH:5][CH:6]=[C:7]2[N:8]=1)[CH3:11]. Reported procedure: 5.2 g of 2,3-diaminopyridine in 209 g of polyphosphoric acid are heated at 120° C. for 0.5 h. The solution is cooled to 80° C. and 4.6 ml of 2-chloropropionitrile are added. Thereafter, the reaction mixture is heated to 180° C. for 2.5 h. After cooling, the polyphosphoric acid is hydrolysed with 150 ml of water. After reheating to 90° C., charcoal is added under vigorous stirring. Subsequently, the suspension is filtered through a celite pad while still hot (70° C.). The filter cake is rinsed wi... Reactants: CCOC(C)=O, CC(C)(C)OC(=O)Nc1cc2c(cnn2C2CCCCO2)cc1Oc1ccc([N+](=O)[O-])cc1F. Product: CC(C)(C)OC(=O)Nc1cc2c(cnn2C2CCCCO2)cc1Oc1ccc(N)cc1F. Reaction SMILES: [CH3:35][CH2:36][O:37][C:38]([CH3:39])=[O:40].[F:1][c:2]1[c:3]([O:4][c:5]2[cH:6][c:7]3[cH:8][n:9][n:10]([CH:22]4[O:23][CH2:24][CH2:25][CH2:26][CH2:27]4)[c:11]3[cH:12][c:13]2[NH:14][C:15]([O:16][C:17]([CH3:18])([CH3:19])[CH3:20])=[O:21])[cH:28][cH:29][c:30]([N+:32]([O-:33])=[O:34])[cH:31]1>>[F:1][c:2]1[c:3]([O:4][c:5]2[cH:6][c:7]3[cH:8][n:9][n:10]([CH:22]4[O:23][CH2:24][CH2:25][CH2:26][CH2:27]4)[c:11]3[cH:12][c:13]2[NH:14][C:15]([O:16][C:17]([CH3:18])([CH3:19])[CH3:20])=[O:21])[cH:28][cH:29][c:30]([NH2:32])[cH:31]1. The reactants are C(C)(C)(C)OC(=O)N1CC(NCC1)C(=O)OCC (1-tert-butoxycarbonyl-3-ethoxycarbonylpiperazine), ClC=1C=C2C=CC(=CC2=CC1)S(=O)(=O)Cl (6-chloro-2-naphthylsulfonyl chloride), C(C)(C)N(CC)C(C)C (diisopropylethylamine). Solvent: ClCCl (dichloromethane). Conditions: time 63 hour. The product is C(C)(C)(C)OC(=O)N1CC(N(CC1)S(=O)(=O)C1=CC2=CC=C(C=C2C=C1)Cl)C(=O)OCC (4-tert-Butoxycarbonyl-1-[(6-chloronaphthalen-2-yl)sulfonyl]-2-ethoxycarbonylpiperazine). RXN SMILES: [C:1]([O:5][C:6]([N:8]1[CH2:13][CH2:12][NH:11][CH:10]([C:14]([O:16][CH2:17][CH3:18])=[O:15])[CH2:9]1)=[O:7])([CH3:4])([CH3:3])[CH3:2].[Cl:19][C:20]1[CH:21]=[C:22]2[C:27](=[CH:28][CH:29]=1)[CH:26]=[C:25]([S:30](Cl)(=[O:32])=[O:31])[CH:24]=[CH:23]2.C(N(C(C)C)CC)(C)C>ClCCl>[C:1]([O:5][C:6]([N:8]1[CH2:13][CH2:12][N:11]([S:30]([C:25]2[CH:24]=[CH:23][C:22]3[C:27](=[CH:28][CH:29]=[C:20]([Cl:19])[CH:21]=3)[CH:26]=2)(=[O:31])=[O:32])[CH:10]([C:14]([O:16][CH2:17][CH3:18])=[O:15])[CH2:9]1)=[O:7])([CH3:4])([CH3:3])[CH3:2]. Procedure details: In dichloromethane (18 ml), 1-tert-butoxycarbonyl-3-ethoxycarbonylpiperazine (517 mg) and 6-chloro-2-naphthylsulfonyl chloride (588 mg) were dissolved under ice cooling. To the resulting solution, diisopropylethylamine (0.59 ml) was added, followed by stirring at room temperature for 63 hours. The residue obtained by distilling off the solvent under reduced pressure was purified by chromatography on a silica gel column (hexane:ethyl acetate=3:1), whereby the title compound (688 mg, 71%) was obta... The reactants are C([O-])([O-])=O.[K+].[K+] (Potassium carbonate), BrC1=C(C=C(C=C1)OC)S (2-Bromo-5-methoxythiophenol), CI (methyl iodide). Run in CN(C=O)C (dimethyl formamide). Reaction conditions: time 2 hour. Yields the product BrC1=C(C=C(C=C1)OC)SC (1-Bromo-4-methoxy-2-methylthiobenzene). As a reaction SMILES: [Br:1][C:2]1[CH:7]=[CH:6][C:5]([O:8][CH3:9])=[CH:4][C:3]=1[SH:10].[C:11](=O)([O-])[O-].[K+].[K+].CI>CN(C)C=O>[Br:1][C:2]1[CH:7]=[CH:6][C:5]([O:8][CH3:9])=[CH:4][C:3]=1[S:10][CH3:11] |f:1.2.3|. Procedure: The product of step (c) above (140 mg) was dissolved in dry dimethyl formamide (2 ml). Potassium carbonate (114 mg) was added followed by methyl iodide (47 ml). The mixture was stirred for 2 hours, poured onto water and extracted with ethyl acetate. The ethyl acetate was washed with water and brine then dried and evaporated to leave the subtitle compound as a pale brown oil MS MW 232/4 bp 232. Reactants: C(#N)C=1C(=NC(=NC1N(C)CC(C)(C)C)S(=O)C)NC=1C=C(C(=O)NOC)C=CC1C (3-{5-Cyano-6-[(2,2-dimethyl-propyl)-methyl-amino]-2-methanesulfinyl-pyrimidin-4-ylamino}-N-methoxy-4-methyl-benzamide), CN1CCNCCC1 (1-methyl-homopiperazine). The solvent is C1CCOC1 (THF). The product is C(#N)C=1C(=NC(=NC1N(C)CC(C)(C)C)N1CCN(CCC1)C)NC=1C=C(C(=O)NOC)C=CC1C (3-[5-Cyano-6-[(2,2-dimethyl-propyl)-methyl-amino]-2-(4-methyl-[1,4]diazepan-1-yl)-pyrimidin-4-ylamino]-N-methoxy-4-methyl-benzamide). Reaction SMILES: [C:1]([C:3]1[C:4]([NH:19][C:20]2[CH:21]=[C:22]([CH:28]=[CH:29][C:30]=2[CH3:31])[C:23]([NH:25][O:26][CH3:27])=[O:24])=[N:5][C:6](S(C)=O)=[N:7][C:8]=1[N:9]([CH2:11][C:12]([CH3:15])([CH3:14])[CH3:13])[CH3:10])#[N:2].[CH3:32][N:33]1[CH2:39][CH2:38][CH2:37][NH:36][CH2:35][CH2:34]1>C1COCC1>[C:1]([C:3]1[C:4]([NH:19][C:20]2[CH:21]=[C:22]([CH:28]=[CH:29][C:30]=2[CH3:31])[C:23]([NH:25][O:26][CH3:27])=[O:24])=[N:5][C:6]([N:36]2[CH2:37][CH2:38][CH2:39][N:33]([CH3:32])[CH2:34][CH2:35]2)=[N:7][C:8]=1[N:9]([CH2:11][C:12]([CH3:15])([CH3:14])[CH3:13])[CH3:10])#[N:2]. Procedure details: 3-{5-Cyano-6-[(2,2-dimethyl-propyl)-methyl-amino]-2-methanesulfinyl-pyrimidin-4-ylamino}-N-methoxy-4-methyl-benzamide (40 mg) and 1-methyl-homopiperazine (0.05 mL) in THF (0.5 mL) were heated in sealed tube at 75° C. for overnight. After the solvent was removed in vacuo, the residue was purified by silica gel column chromatography to afford the product (6.8 mg). MS (m/z): 495 (M+H). Reactants: C=1C=CC2=C(C1)N=NN2O (HOBt), CN1C=C(C2=CC=CC=C12)CN1CC2(C1)OC1=CC=C(C=C1C(C2)=O)/C=C/C(=O)O ((E)-3-[1′-(1-methyl-1H-indol-3-ylmethyl)-4-oxo-spiro(chromane-2,3′-azetidine)-6-yl]-acrylic acid), TEA, C(CCl)Cl (EDC), NOC1OCCCC1 (NH2OTHP). The solvent is C(Cl)Cl (DCM). Product: CN1C=C(C2=CC=CC=C12)CN1CC2(C1)OC1=CC=C(C=C1C(C2)=O)/C=C/C(=O)NOC2OCCCC2 ((E)-3-[1′(1-methyl-1H-indol-3-ylmethyl)-4-oxo-spiro(chromane-2,3′-azetidine)-6-yl]-N-(tetrahydro-pyran-2-yloxy)-acrylamide). Yield: 45.5%. RXN SMILES: [CH3:1][N:2]1[C:10]2[C:5](=[CH:6][CH:7]=[CH:8][CH:9]=2)[C:4]([CH2:11][N:12]2[CH2:15][C:14]3([CH2:24][C:23](=[O:25])[C:22]4[C:17](=[CH:18][CH:19]=[C:20](/[CH:26]=[CH:27]/[C:28](O)=[O:29])[CH:21]=4)[O:16]3)[CH2:13]2)=[CH:3]1.C(Cl)CCl.C1C=CC2N(O)N=NC=2C=1.[NH2:45][O:46][CH:47]1[CH2:52][CH2:51][CH2:50][CH2:49][O:48]1>C(Cl)Cl>[CH3:1][N:2]1[C:10]2[C:5](=[CH:6][CH:7]=[CH:8][CH:9]=2)[C:4]([CH2:11][N:12]2[CH2:15][C:14]3([CH2:24][C:23](=[O:25])[C:22]4[C:17](=[CH:18][CH:19]=[C:20](/[CH:26]=[CH:27]/[C:28]([NH:45][O:46][CH:47]5[CH2:52][CH2:51][CH2:50][CH2:49][O:48]5)=[O:29])[CH:21]=4)[O:16]3)[CH2:13]2)=[CH:3]1. Procedure: A suspension of (E)-3-[1′-(1-methyl-1H-indol-3-ylmethyl)-4-oxo-spiro(chromane-2,3′-azetidine)-6-yl]-acrylic acid (180 mg, 0.447 mmol) in DCM (5 ml) was treated with TEA (0.09 ml, 0.67 mmol) and then with EDC (128 mg, 0.67 mmol), HOBt (90 mg, 0.67 mmol) and NH2OTHP (67 mg, 0.57 mmol) following the procedure described in Example 30, Step B, giving (E)-3-[1′(1-methyl-1H-indol-3-ylmethyl)-4-oxo-spiro(chromane-2,3′-azetidine)-6-yl]-N-(tetrahydro-pyran-2-yloxy)-acrylamide (102 mg) as a white solid. The reactants are CC(C)(C)C(Cl)c1ccc(OC(F)(F)F)cc1, O=C=O. The product is CC(C)(C)C(C(=O)O)c1ccc(OC(F)(F)F)cc1. Reaction SMILES: [Cl:1][CH:2]([C:3]([CH3:4])([CH3:5])[CH3:6])[c:7]1[cH:8][cH:9][c:10]([O:13][C:14]([F:15])([F:16])[F:17])[cH:11][cH:12]1.[O:18]=[C:19]=[O:20]>>[CH:2]([C:3]([CH3:4])([CH3:5])[CH3:6])([c:7]1[cH:8][cH:9][c:10]([O:13][C:14]([F:15])([F:16])[F:17])[cH:11][cH:12]1)[C:19](=[O:18])[OH:20]. Starting materials: C(C)(C)(C)C1=CC=C(C(=O)NC=2C=CC(=NC2)C2=CC=C3CN(C(C3=C2)=O)[C@H](C(=O)OC)C(C)C)C=C1 ((S)-Methyl 2-(6-(5-(4-tert-butylbenzamido)pyridin-2-yl)-1-oxoisoindolin-2-yl)-3-methylbutanoate), compound, C(C)(C)(C)C1=CC=C(C(=O)Cl)C=C1 (4-(t-butyl)benzoyl chloride). The product is C(C)(C)(C)C1=CC=C(C(=O)NC2=CC(=C(C=C2)C2=CC=C3CN(C(C3=C2)=O)[C@H](C(=O)OC)C(C)C)C)C=C1 ((S)-Methyl 2-(6-(4-(4-tert-butylbenzamido)-2-methylphenyl)-1-oxoisoindolin-2-yl)-3-methylbutanoate). The yield is 82.0%. Reaction SMILES: [C:1]([C:5]1[CH:37]=[CH:36][C:8]([C:9]([NH:11][C:12]2[CH:13]=[CH:14][C:15]([C:18]3[CH:26]=[C:25]4[C:21]([CH2:22][N:23]([C@@H:28]([CH:33]([CH3:35])[CH3:34])[C:29]([O:31][CH3:32])=[O:30])[C:24]4=[O:27])=[CH:20][CH:19]=3)=N[CH:17]=2)=[O:10])=[CH:7][CH:6]=1)([CH3:4])([CH3:3])[CH3:2].[C:38](C1C=CC(C(Cl)=O)=CC=1)(C)(C)[CH3:39]>>[C:1]([C:5]1[CH:37]=[CH:36][C:8]([C:9]([NH:11][C:12]2[CH:13]=[CH:14][C:15]([C:18]3[CH:26]=[C:25]4[C:21]([CH2:22][N:23]([C@@H:28]([CH:33]([CH3:34])[CH3:35])[C:29]([O:31][CH3:32])=[O:30])[C:24]4=[O:27])=[CH:20][CH:19]=3)=[C:38]([CH3:39])[CH:17]=2)=[O:10])=[CH:7][CH:6]=1)([CH3:4])([CH3:3])[CH3:2]. Procedure: The compound of example 467 was prepared analogous to the compound of example 403 by reaction of the compound of example 466 with 4-(t-butyl)benzoyl chloride.